This data is from the Open Reaction Database (ORD), a public repository of structured organic reaction records. The task is: describe an organic reaction: reactants, conditions, products, and yield Reactants: CCOC(=O)C(C)(C)c1ccc(Br)cc1, Cc1noc(-c2ccc(B3OC(C)(C)C(C)(C)O3)cc2)c1NC(=O)OC(C)c1ccccc1Cl, Cl[Pd]Cl, c1ccc(P(c2ccccc2)c2ccccc2)cc1, c1ccc(P(c2ccccc2)c2ccccc2)cc1. Yields the product CCOC(=O)C(C)(C)c1ccc(-c2ccc(-c3onc(C)c3NC(=O)OC(C)c3ccccc3Cl)cc2)cc1. As a reaction SMILES: [CH2:35]([CH3:36])[O:37][C:38]([C:39]([CH3:40])([CH3:41])[c:42]1[cH:43][cH:44][c:45]([Br:48])[cH:46][cH:47]1)=[O:49].[Cl:1][c:2]1[c:3]([CH:8]([CH3:9])[O:10][C:11]([NH:12][c:13]2[c:14]([CH3:33])[n:15][o:16][c:17]2-[c:18]2[cH:19][cH:20][c:21]([B:24]3[O:25][C:26]([CH3:27])([CH3:28])[C:29]([CH3:30])([CH3:31])[O:32]3)[cH:22][cH:23]2)=[O:34])[cH:4][cH:5][cH:6][cH:7]1.[Pd:50]([Cl:51])[Cl:52].[c:53]1([P:54]([c:55]2[cH:56][cH:57][cH:58][cH:59][cH:60]2)[c:61]2[cH:62][cH:63][cH:64][cH:65][cH:66]2)[cH:67][cH:68][cH:69][cH:70][cH:71]1.[c:72]1([P:73]([c:74]2[cH:75][cH:76][cH:77][cH:78][cH:79]2)[c:80]2[cH:81][cH:82][cH:83][cH:84][cH:85]2)[cH:86][cH:87][cH:88][cH:89][cH:90]1>>[Cl:1][c:2]1[c:3]([CH:8]([CH3:9])[O:10][C:11]([NH:12][c:13]2[c:14]([CH3:33])[n:15][o:16][c:17]2-[c:18]2[cH:19][cH:20][c:21](-[c:45]3[cH:44][cH:43][c:42]([C:39]([C:38]([O:37][CH2:35][CH3:36])=[O:49])([CH3:40])[CH3:41])[cH:47][cH:46]3)[cH:22][cH:23]2)=[O:34])[cH:4][cH:5][cH:6][cH:7]1. Reactants: O1[C@@H](C1)COC1=C2C=CNC2=CC=C1 ((S)-(+)-4-(oxiranylmethoxy)-1H-indole), ClC=1C=C2C(=CNC2=CC1)C1CCNCC1 (5-chloro-3-(piperidin-4-yl)-1H-indole), C(C)O (ethanol). The solvent is CS(=O)C (dimethylsulfoxide). Yields the product ClC=1C=C2C(=CNC2=CC1)C1CCN(CC1)C[C@@H](COC1=C2C=CNC2=CC=C1)O ((2S)-(+)-3-[4-(5-chloro-3-indolyl)-piperidin-1-yl]-1-(4-indolyloxy)-2-propanol). As a reaction SMILES: [O:1]1[CH2:3][C@H:2]1[CH2:4][O:5][C:6]1[CH:14]=[CH:13][CH:12]=[C:11]2[C:7]=1[CH:8]=[CH:9][NH:10]2.[Cl:15][C:16]1[CH:17]=[C:18]2[C:22](=[CH:23][CH:24]=1)[NH:21][CH:20]=[C:19]2[CH:25]1[CH2:30][CH2:29][NH:28][CH2:27][CH2:26]1.C(O)C>CS(C)=O>[Cl:15][C:16]1[CH:17]=[C:18]2[C:22](=[CH:23][CH:24]=1)[NH:21][CH:20]=[C:19]2[CH:25]1[CH2:30][CH2:29][N:28]([CH2:3][C@H:2]([OH:1])[CH2:4][O:5][C:6]2[CH:14]=[CH:13][CH:12]=[C:11]3[C:7]=2[CH:8]=[CH:9][NH:10]3)[CH2:27][CH2:26]1. Procedure: The title compound was prepared in a fashion similar to that described in Example 1 using (S)-(+)-4-(oxiranylmethoxy)-1H-indole and 5-chloro-3-(piperidin-4-yl)-1H-indole using ethanol as the reaction solvent. Yield 0.380 g (42%) as a yellowish foam. mp 109°-114° C. (dec) FDMS m/e =423 (M+ of free base). α[D]589 =+6.5 (c=1.04, dimethylsulfoxide). Procedure details: The title compound was prepared in an analogous fashion to that described in Stage 169.2 using 5-bromo-6-chloronicotinic acid and 6-(trifluoromethylthio)pyridin-3-amine to afford an off-white powder. HPLC (Condition 4) tR=6.43 min, UPLC-MS (Condition 3) tR=1.15 min, m/z=411.9 [M−H]−. The reactants are BrC=1C(=NC=C(C(=O)O)C1)Cl (5-bromo-6-chloronicotinic acid), FC(SC1=CC=C(C=N1)N)(F)F (6-(trifluoromethylthio)pyridin-3-amine). Yields the product BrC=1C(=NC=C(C(=O)NC=2C=NC(=CC2)SC(F)(F)F)C1)Cl (5-Bromo-6-chloro-N-(6-((trifluoromethyl)thio)pyridin-3-yl)nicotinamide). As a reaction SMILES: [Br:1][C:2]1[C:3]([Cl:11])=[N:4][CH:5]=[C:6]([CH:10]=1)[C:7]([OH:9])=O.[F:12][C:13]([F:23])([F:22])[S:14][C:15]1[N:20]=[CH:19][C:18]([NH2:21])=[CH:17][CH:16]=1>>[Br:1][C:2]1[C:3]([Cl:11])=[N:4][CH:5]=[C:6]([CH:10]=1)[C:7]([NH:21][C:18]1[CH:19]=[N:20][C:15]([S:14][C:13]([F:23])([F:22])[F:12])=[CH:16][CH:17]=1)=[O:9]. Starting materials: O=C1CCC(=O)N1Br, ClC(Cl)(Cl)Cl, Cc1cccc2c(-c3ccccc3)onc12. Yields the product BrCc1cccc2c(-c3ccccc3)onc12. Reaction SMILES: [Br:17][N:18]1[C:19](=[O:20])[CH2:21][CH2:22][C:23]1=[O:24].[C:25]([Cl:26])([Cl:27])([Cl:28])[Cl:29].[CH3:1][c:2]1[cH:3][cH:4][cH:5][c:6]2[c:7](-[c:11]3[cH:12][cH:13][cH:14][cH:15][cH:16]3)[o:8][n:9][c:10]12>>[CH2:1]([c:2]1[cH:3][cH:4][cH:5][c:6]2[c:7](-[c:11]3[cH:12][cH:13][cH:14][cH:15][cH:16]3)[o:8][n:9][c:10]12)[Br:17]. Reactants: CC(C)CC(C(=O)OC(C)(C)C)N(C)Cc1ccc(C(C)(C)C)cc1, ClCCl, O=C(O)C(F)(F)F. The product is CC(C)CC(C(=O)O)N(C)Cc1ccc(C(C)(C)C)cc1. As a reaction SMILES: [C:1]([CH3:2])([CH3:3])([CH3:4])[O:5][C:6]([CH:7]([CH2:8][CH:9]([CH3:10])[CH3:11])[N:12]([CH3:13])[CH2:14][c:15]1[cH:16][cH:17][c:18]([C:21]([CH3:22])([CH3:23])[CH3:24])[cH:19][cH:20]1)=[O:25].[Cl:33][CH2:34][Cl:35].[F:26][C:27]([F:28])([F:29])[C:30]([OH:31])=[O:32]>>[O:5]=[C:6]([CH:7]([CH2:8][CH:9]([CH3:10])[CH3:11])[N:12]([CH3:13])[CH2:14][c:15]1[cH:16][cH:17][c:18]([C:21]([CH3:22])([CH3:23])[CH3:24])[cH:19][cH:20]1)[OH:25]. Reactants: C=CC1CN(Cc2ccccc2)CCN1Cc1ccccc1, B1C2CCCC1CCC2, FC(F)(F)c1ccc(I)cc1, [Na+], [OH-], c1ccc(P(c2ccccc2)c2ccccc2)cc1. Product: FC(F)(F)c1ccc(CCC2CN(Cc3ccccc3)CCN2Cc2ccccc2)cc1. RXN SMILES: [CH2:1]([c:2]1[cH:3][cH:4][cH:5][cH:6][cH:7]1)[N:8]1[CH:9]([CH:21]=[CH2:22])[CH2:10][N:11]([CH2:14][c:15]2[cH:16][cH:17][cH:18][cH:19][cH:20]2)[CH2:12][CH2:13]1.[CH:23]12[CH2:24][CH2:25][CH2:26][CH:27]([BH:28]1)[CH2:29][CH2:30][CH2:31]2.[I:32][c:33]1[cH:34][cH:35][c:36]([C:39]([F:40])([F:41])[F:42])[cH:37][cH:38]1.[Na+:63].[OH-:62].[c:43]1([P:44]([c:45]2[cH:46][cH:47][cH:48][cH:49][cH:50]2)[c:51]2[cH:52][cH:53][cH:54][cH:55][cH:56]2)[cH:57][cH:58][cH:59][cH:60][cH:61]1>>[CH2:1]([c:2]1[cH:3][cH:4][cH:5][cH:6][cH:7]1)[N:8]1[CH:9]([CH2:21][CH2:22][c:33]2[cH:34][cH:35][c:36]([C:39]([F:40])([F:41])[F:42])[cH:37][cH:38]2)[CH2:10][N:11]([CH2:14][c:15]2[cH:16][cH:17][cH:18][cH:19][cH:20]2)[CH2:12][CH2:13]1. The reactants are [OH-].[Na+] (sodium hydroxide), NCC(=O)O (glycine). Run at temperature 28 celsius, time 24 hour. Product: O=C[C@H](O)[C@@H](O)[C@H](O)[C@H](O)CO (glucose). RXN SMILES: [OH-:1].[Na+].N[CH2:4][C:5]([OH:7])=O>>[O:1]=[CH:4][C@@H:5]([C@H:4]([C@@H:5]([C@@H:4]([CH2:5][OH:7])[OH:1])[OH:7])[OH:1])[OH:7] |f:0.1|. Reported procedure: The BIBB 10 medium was adjusted to pH 7.0 with 10% sodium hydroxide solution before sterilization. The culture medium was shaken on a rotary shaker at 260 rpm for 24 hours at 28° C., then 3 ml of same were inoculated into 100 ml of fresh BIBB 10 medium supplemented with 0.5% of glycine before inoculation. These cultures were cultivated for 18 hours under the above cultural environment, and after checking the cells were collected by centrifugation (3500 rpm, 10 min.). The mycelium derived from 10... Reactants: CN (methylamine), C(CC(=O)C)(=O)OC (methyl acetoacetate). Solvent: O (water). Run at temperature 20 celsius, time 12 hour. Yields the product CN/C(/C(=O)OC)=C\C (Methyl methylaminocrotonate). The yield is 82.0%. As a reaction SMILES: [CH3:1][NH2:2].[C:3]([O:9][CH3:10])(=[O:8])[CH2:4][C:5]([CH3:7])=O>O>[CH3:1][NH:2]/[C:4](=[CH:5]\[CH3:7])/[C:3]([O:9][CH3:10])=[O:8]. Procedure: At 5° to 10° C., 186 g (2.4 moles) of a 40% strength aqueous methylamine solution is dripped into a solution of 232 g (2 moles) of methyl acetoacetate in 150 ml of water. The mixture is then stirred for 12 hours at room temperature (20° C.). The product is then separated from the solution by suction filtration. After washing with ice water and drying under reduced pressure, there is obtained 212 g (82%) of a white solid; m.p.: 62°-63° C.